This data is from the Open Reaction Database (ORD), a public repository of structured organic reaction records. The task is: describe an organic reaction: reactants, conditions, products, and yield The reactants are ClC=1C=C(C=CC1C1=NN(C(=N1)C12CCC(CC1)(CC2)CCCC(C)O)C)O (3-Chloro-4-{5-[4-(4-hydroxypentyl)bicyclo[2.2.2]oct-1-yl]-1-methyl-1-H-1,2,4-triazol-3-yl}phenol), C[N+]1(CCOCC1)[O-] (N-methylmorpholine N-oxide). The reagents and catalysts are [Ru](=O)(=O)(=O)[O-].C(CC)[N+](CCC)(CCC)CCC (Tetrapropylammonium perruthenate). The solvent is C(Cl)Cl (methylene chloride). Run at time 15 minute. The product is ClC1=C(C=CC(=C1)O)C=1N(C(=NN1)C12CCC(CC1)(CC2)CCCC(C)=O)C (5-{4-[5-(2-chloro-4-hydroxyphenyl)-4-methyl-4H-1,2,4-triazol-3-yl]bicyclo[2.2.2]oct-1-yl}pentan-2-one). Reaction SMILES: [Cl:1][C:2]1[CH:3]=[C:4]([OH:28])[CH:5]=[CH:6][C:7]=1[C:8]1[N:12]=[C:11]([C:13]23[CH2:20][CH2:19][C:16]([CH2:21][CH2:22][CH2:23][CH:24]([OH:26])[CH3:25])([CH2:17][CH2:18]2)[CH2:15][CH2:14]3)[N:10](C)[N:9]=1.[CH3:29][N+]1([O-])CCOCC1>C(Cl)Cl.[Ru]([O-])(=O)(=O)=O.C([N+](CCC)(CCC)CCC)CC>[Cl:1][C:2]1[CH:3]=[C:4]([OH:28])[CH:5]=[CH:6][C:7]=1[C:8]1[N:12]([CH3:29])[C:11]([C:13]23[CH2:18][CH2:17][C:16]([CH2:21][CH2:22][CH2:23][C:24](=[O:26])[CH3:25])([CH2:15][CH2:14]2)[CH2:19][CH2:20]3)=[N:10][N:9]=1 |f:3.4|. Procedure: 3-Chloro-4-{5-[4-(4-hydroxypentyl)bicyclo[2.2.2]oct-1-yl]-4-methyl-4H-1,2,4-triazol-3-yl}phenol (5-K) (0.0035 g, 0.00869 mmol) was stirred in 0.5 mL of dry methylene chloride over activated 4 Å sieves. N-methylmorpholine N-oxide (0.0015 g, 0.013 mmol) was added. The mixture was allowed to stir under N2 for 15 min. Tetrapropylammonium perruthenate (0.00112 g, 0.00956 mmol) was added and the reaction was allowed to stir for 2 h. The mixture was filtered through celite filtering agent. The product,... Reactants: C(C1=CC=CC=C1)OC1=C2CCCC(C2=CC=C1)C(=O)N(CC=1C=NC(=CC1)OC1=CC=CC=C1)C1=CC=C(C=C1)C(C)C (5-benzyloxy-N-(4-isopropylphenyl)-N-[(6-phenoxypyridin-3-yl)methyl]-1,2,3,4-tetrahydronaphthalene-1-carboxamide), C(=O)[O-].[NH4+] (ammonium formate). Reagents/catalysts: [C].[Pd] (palladium carbon). Run in CO (methanol). Run at time 1 day. The product is OC1=C2CCCC(C2=CC=C1)C(=O)N(CC=1C=NC(=CC1)OC1=CC=CC=C1)C1=CC=C(C=C1)C(C)C (5-hydroxy-N-(4-isopropylphenyl)-N-[(6-phenoxypyridin-3-yl)methyl]-1,2,3,4-tetrahydronaphthalene-1-carboxamide). RXN SMILES: C([O:8][C:9]1[CH:18]=[CH:17][CH:16]=[C:15]2[C:10]=1[CH2:11][CH2:12][CH2:13][CH:14]2[C:19]([N:21]([C:36]1[CH:41]=[CH:40][C:39]([CH:42]([CH3:44])[CH3:43])=[CH:38][CH:37]=1)[CH2:22][C:23]1[CH:24]=[N:25][C:26]([O:29][C:30]2[CH:35]=[CH:34][CH:33]=[CH:32][CH:31]=2)=[CH:27][CH:28]=1)=[O:20])C1C=CC=CC=1.C([O-])=O.[NH4+]>CO.[C].[Pd]>[OH:8][C:9]1[CH:18]=[CH:17][CH:16]=[C:15]2[C:10]=1[CH2:11][CH2:12][CH2:13][CH:14]2[C:19]([N:21]([C:36]1[CH:41]=[CH:40][C:39]([CH:42]([CH3:44])[CH3:43])=[CH:38][CH:37]=1)[CH2:22][C:23]1[CH:24]=[N:25][C:26]([O:29][C:30]2[CH:31]=[CH:32][CH:33]=[CH:34][CH:35]=2)=[CH:27][CH:28]=1)=[O:20] |f:1.2,4.5|. Procedure: To a solution of 5-benzyloxy-N-(4-isopropylphenyl)-N-[(6-phenoxypyridin-3-yl)methyl]-1,2,3,4-tetrahydronaphthalene-1-carboxamide (0.42 g) in methanol (3 mL) were added 10% palladium carbon (0.05 g) and ammonium formate (0.23 g), and the mixture was stirred at room temperature for one day. The reaction mixture was filtrated, and the solvent was evaporated. The residue was purified by silica gel column chromatography to give 5-hydroxy-N-(4-isopropylphenyl)-N-[(6-phenoxypyridin-3-yl)methyl]-1,2,3,4...